Dataset: the Open Reaction Database (ORD), a public repository of structured organic reaction records. Task: describe an organic reaction: reactants, conditions, products, and yield The reactants are C1(=CC=CC=C1)S(=O)(=O)C=1C=C(C=C(C1)Br)N(C(C)=O)C (N-(3-benzenesulphonyl-5-bromophenyl)-N-methylacetamide). Solvent: O1CCOCC1 (dioxane), [OH-].[Na+] (NaOH). Yields the product C1(=CC=CC=C1)S(=O)(=O)C=1C=C(C=C(C1)Br)NC ((3-benzenesulphonyl-5-bromophenyl)-methylamine). Yield: 958.7%. As a reaction SMILES: [C:1]1([S:7]([C:10]2[CH:11]=[C:12]([N:17](C)[C:18](=O)C)[CH:13]=[C:14]([Br:16])[CH:15]=2)(=[O:9])=[O:8])[CH:6]=[CH:5][CH:4]=[CH:3][CH:2]=1>O1CCOCC1.[OH-].[Na+]>[C:1]1([S:7]([C:10]2[CH:11]=[C:12]([NH:17][CH3:18])[CH:13]=[C:14]([Br:16])[CH:15]=2)(=[O:8])=[O:9])[CH:2]=[CH:3][CH:4]=[CH:5][CH:6]=1 |f:2.3|. Procedure: 0.10 g (0.000275 mol) of N-(3-benzenesulphonyl-5-bromophenyl)-N-methylacetamide was dissolved in a mixture of 5.5 ml of dioxane and 5.5 ml of 1N NaOH and heated at reflux for 1 hr. Subsequently, the organic solvent was distilled off and the residue was made neutral with 1N HCl and extracted with ethyl acetate. The organic phase was washed with water and sat. sodium chloride solution, dried over MgSO4, filtered and concentrated. The residue was chromatographed on silica gel with ethyl acetate/hex...